From a dataset of the Open Reaction Database (ORD), a public repository of structured organic reaction records. describe an organic reaction: reactants, conditions, products, and yield Reactants: COCCN(C)Cc1cc(C)cc(C(=O)OC)c1, CO, [Li+], C1CCOC1, [OH-], O. Product: COCCN(C)Cc1cc(C)cc(C(=O)O)c1. RXN SMILES: [CH3:1][O:2][CH2:3][CH2:4][N:5]([CH3:6])[CH2:7][c:8]1[cH:9][c:10]([C:11](=[O:12])[O:13][CH3:14])[cH:15][c:16]([CH3:18])[cH:17]1.[CH3:22][OH:23].[Li+:20].[O:24]1[CH2:25][CH2:26][CH2:27][CH2:28]1.[OH-:21].[OH2:19]>>[CH3:1][O:2][CH2:3][CH2:4][N:5]([CH3:6])[CH2:7][c:8]1[cH:9][c:10]([C:11](=[O:12])[OH:13])[cH:15][c:16]([CH3:18])[cH:17]1. Starting materials: O1CC(C1)NC(CNC1=NC(SC1)=O)=O (N-oxetan-3-yl-N2-(2-oxo-2,5-dihydro-1,3-thiazol-4-yl)glycinamide), FC(C1=C(CN2CCC(CC2)C=O)C=CC(=C1)C(F)(F)F)(F)F (1-[2,4-bis(trifluoromethyl)benzyl]piperidine-4-carbaldehyde), C(C)(=O)[O-].[NH2+]1CCCCC1 (piperidinium acetate). Solvent: CC(C)O (2-propanol). Reaction conditions: temperature 80 celsius, time 3.5 hour. Product: FC(C1=C(CN2CCC(CC2)\C=C/2\C(=NC(S2)=O)NCC(=O)NC2COC2)C=CC(=C1)C(F)(F)F)(F)F (N2-[(5Z)-5-({1-[2,4-bis(trifluoromethyl)benzyl]piperidin-4-yl}methylidene)-2-oxo-2,5-dihydro-1,3-thiazol-4-yl]-N-oxetan-3-ylglycinamide). Yield: 52.4%. Reaction SMILES: [O:1]1[CH2:4][CH:3]([NH:5][C:6](=[O:15])[CH2:7][NH:8][C:9]2[CH2:13][S:12][C:11](=[O:14])[N:10]=2)[CH2:2]1.[F:16][C:17]([F:38])([F:37])[C:18]1[CH:32]=[C:31]([C:33]([F:36])([F:35])[F:34])[CH:30]=[CH:29][C:19]=1[CH2:20][N:21]1[CH2:26][CH2:25][CH:24]([CH:27]=O)[CH2:23][CH2:22]1.C([O-])(=O)C.[NH2+]1CCCCC1>CC(O)C>[F:38][C:17]([F:16])([F:37])[C:18]1[CH:32]=[C:31]([C:33]([F:36])([F:35])[F:34])[CH:30]=[CH:29][C:19]=1[CH2:20][N:21]1[CH2:26][CH2:25][CH:24](/[CH:27]=[C:13]2/[C:9]([NH:8][CH2:7][C:6]([NH:5][CH:3]3[CH2:4][O:1][CH2:2]3)=[O:15])=[N:10][C:11](=[O:14])[S:12]/2)[CH2:23][CH2:22]1 |f:2.3|. Reported procedure: To a solution of N-oxetan-3-yl-N2-(2-oxo-2,5-dihydro-1,3-thiazol-4-yl)glycinamide (2 g) and 1-[2,4-bis(trifluoromethyl)benzyl]piperidine-4-carbaldehyde (2.47 g) in 2-propanol (20 mL) was added piperidinium acetate (1.06 g). The reaction mixture was stirred at 80° C. for 3.5 hr and concentrated under reduced pressure. Water and THF were added to the residue, and the mixture was extracted with ethyl acetate. The extract was washed with water and saturated brine, and dried over anhydrous magnesium ... The reactants are ClC1=C(N=CN(C1=O)C=1C=C(C(=O)NCC(=O)N)C=CC1C)OCC1=C(C=C(C=C1)F)F (3-[5-chloro-4-[(2,4-difluorobenzyl)oxy]-6-oxopyrimidin-1(6H)-yl]-N-[1-(aminocarbonyl)methyl]-4-methylbenzamide), Cl.NCC(=O)N (glycineamide HCl). The product is NC(=O)[C@H](CC)NC(C1=CC(=C(C=C1)C)N1C=NC(=C(C1=O)Cl)OCC1=C(C=C(C=C1)F)F)=O (N-[(1S)-1-(aminocarbonyl)propyl]-3-[5-chloro-4-[(2,4-difluorobenzyl)oxy]-6-oxopyrimidin-1(6H)-yl]-4-methylbenzamide). Reaction SMILES: [Cl:1][C:2]1[C:7](=[O:8])[N:6]([C:9]2[CH:10]=[C:11]([CH:19]=[CH:20][C:21]=2[CH3:22])[C:12]([NH:14][CH2:15][C:16]([NH2:18])=[O:17])=[O:13])[CH:5]=[N:4][C:3]=1[O:23][CH2:24][C:25]1[CH:30]=[CH:29][C:28]([F:31])=[CH:27][C:26]=1[F:32].Cl.N[CH2:35][C:36](N)=O>>[NH2:18][C:16]([C@@H:15]([NH:14][C:12](=[O:13])[C:11]1[CH:19]=[CH:20][C:21]([CH3:22])=[C:9]([N:6]2[C:7](=[O:8])[C:2]([Cl:1])=[C:3]([O:23][CH2:24][C:25]3[CH:30]=[CH:29][C:28]([F:31])=[CH:27][C:26]=3[F:32])[N:4]=[CH:5]2)[CH:10]=1)[CH2:35][CH3:36])=[O:17] |f:1.2|. Procedure details: The title compound was prepared using a procedure similar to that used in Step 4 of the synthesis of 3-[5-chloro-4-[(2,4-difluorobenzyl)oxy]-6-oxopyrimidin-1(6H)-yl]-N-[1-(aminocarbonyl)methyl]-4-methylbenzamide by substituting L-alpha-aminobutyric acid amide for glycineamide HCl. 1H NMR (CD3OD/400 MHz) δ8.32 (s, 1H), 7.95 (m, 1H), 7.83 (m, 1H), 7.61 (q, 1H, J=8.0 Hz), 7.54 (d, 1H, J=8.0 Hz), 7.01 (m, 2H), 5.60 (m, 2H), 4.45 (m, 1H), 2.20 (s, 3H), 1.93 (m, 1H), 1.79 (m, 1H), 1.01 (t, 3H, J=7.6 H...